From a dataset of the Open Reaction Database (ORD), a public repository of structured organic reaction records. describe an organic reaction: reactants, conditions, products, and yield Starting materials: C(C)(C)(C)OC(=O)N1CCC2=C(CC1)C(=C(C=C2)Cl)CCl (3-tert-butoxycarbonyl-7-chloro-6-chloromethyl-2,3,4,5-tetrahydro-1H-benzo[d]azepine), [I-].[Na+] (sodium iodide), CC(CC)(C)C1=CC=C(C=C1)S (4-(1,1-dimethyl-propyl)-benzenethiol), [H-].[Na+] (sodium hydride). The solvent is CN(C)C=O (DMF), CN(C)C=O (DMF). Reaction conditions: temperature 45 celsius, time 5 minute. Yields the product C(C)(C)(C)OC(=O)N1CCC2=C(CC1)C(=C(C=C2)Cl)CSC2=CC=C(C=C2)C(CC)(C)C (3-tert-butoxycarbonyl-7-chloro-6-[4-(1,1-dimethyl-propyl)-phenylthiomethyl]-2,3,4,5-tetrahydro-1H-benzo[d]azepine). Isolated yield 40.3%. RXN SMILES: [CH3:1][C:2]([C:6]1[CH:11]=[CH:10][C:9]([SH:12])=[CH:8][CH:7]=1)([CH3:5])[CH2:3][CH3:4].[H-].[Na+].[C:15]([O:19][C:20]([N:22]1[CH2:28][CH2:27][C:26]2[C:29]([CH2:34]Cl)=[C:30]([Cl:33])[CH:31]=[CH:32][C:25]=2[CH2:24][CH2:23]1)=[O:21])([CH3:18])([CH3:17])[CH3:16].[I-].[Na+]>CN(C=O)C>[C:15]([O:19][C:20]([N:22]1[CH2:28][CH2:27][C:26]2[C:29]([CH2:34][S:12][C:9]3[CH:8]=[CH:7][C:6]([C:2]([CH3:1])([CH3:5])[CH2:3][CH3:4])=[CH:11][CH:10]=3)=[C:30]([Cl:33])[CH:31]=[CH:32][C:25]=2[CH2:24][CH2:23]1)=[O:21])([CH3:18])([CH3:17])[CH3:16] |f:1.2,4.5|. Reported procedure: Dissolve 4-(1,1-dimethyl-propyl)-benzenethiol (100 mg, 0.55 mmol) in anhydrous DMF (2 mL). Add sodium hydride (32 mg, 0.78 mmol, 60% dispersion in mineral oil) at room temperature under a nitrogen atmosphere. Stir the mixture for 5 min, then add a solution of 3-tert-butoxycarbonyl-7-chloro-6-chloromethyl-2,3,4,5-tetrahydro-1H-benzo[d]azepine (214 mg, 0.55 mmol) in anhydrous DMF (2 mL). Heat the mixture to 45° C., add catalytic sodium iodide and stir the mixture at 45° C. for 6 h. Cool the reacti... Reactants: CC#N, N#Cc1ccccc1F, [K+], [K+], O=C([O-])[O-], C1CC2(CCN1)OCCO2, O. Product: N#Cc1ccccc1N1CCC2(CC1)OCCO2. As a reaction SMILES: [CH3:26][C:27]#[N:28].[F:1][c:2]1[c:3]([C:4]#[N:5])[cH:6][cH:7][cH:8][cH:9]1.[K+:20].[K+:21].[O-:22][C:23]([O-:24])=[O:25].[O:10]1[CH2:11][CH2:12][O:13][C:14]12[CH2:15][CH2:16][NH:17][CH2:18][CH2:19]2.[OH2:29]>>[c:2]1([N:17]2[CH2:16][CH2:15][C:14]3([O:10][CH2:11][CH2:12][O:13]3)[CH2:19][CH2:18]2)[c:3]([C:4]#[N:5])[cH:6][cH:7][cH:8][cH:9]1. The reactants are [Na] (sodium), C(CC(=O)OCC)(=O)OCC (diethyl malonate), BrCCCC=C (5-bromo-1-pentene), C(C)OCC (diethyl ether), [Cl-].[Na+] (sodium chloride). The solvent is C(C)O (ethanol). Run at time 2 hour. Yields the product C(CCC=C)C(C(=O)OCC)C(=O)OCC (diethyl (4-pentenyl)malonate). The yield is 58.2%. Reaction SMILES: [Na].Br[CH2:3][CH2:4][CH2:5][CH:6]=[CH2:7].C(OCC)C.[Cl-].[Na+].[C:15]([O:23][CH2:24][CH3:25])(=[O:22])[CH2:16][C:17]([O:19][CH2:20][CH3:21])=[O:18]>C(O)C>[CH2:3]([CH:16]([C:17]([O:19][CH2:20][CH3:21])=[O:18])[C:15]([O:23][CH2:24][CH3:25])=[O:22])[CH2:4][CH2:5][CH:6]=[CH2:7] |f:3.4,^1:0|. Procedure: 7.05 g of sodium were dissolved in a solution of 40 g of diethyl malonate in 175 ml of ethanol. The still warm solution (50° C.) was treated dropwise within 15 minutes with 45.6 g of 5-bromo-1-pentene and the mixture was heated to boiling for 2 hours. After cooling the reaction mixture was poured into 500 ml of diethyl ether and 300 ml of semi-saturated sodium chloride solution. The aqueous phase was separated and back-extracted twice with 200 ml of diethyl ether each time. The organic phases we... The reactants are COc1cc(C=O)cc(OC)c1O, CO, [H][H], c1ccc2c(c1)CCn1ccnc1C2=C1CCNCC1, c1ccsc1. Yields the product COc1cc(N2CCC(=C3c4ccccc4CCn4ccnc43)CC2)cc(OC)c1O. Reaction SMILES: [CH3:1][O:2][c:3]1[cH:4][c:5]([CH:6]=[O:7])[cH:8][c:9]([O:12][CH3:13])[c:10]1[OH:11].[CH3:36][OH:37].[H:34][H:35].[NH:14]1[CH2:15][CH2:16][C:17](=[C:20]2[c:21]3[n:22]([cH:31][cH:32][n:33]3)[CH2:23][CH2:24][c:25]3[c:26]2[cH:27][cH:28][cH:29][cH:30]3)[CH2:18][CH2:19]1.[cH:38]1[cH:39][s:40][cH:41][cH:42]1>>[CH3:1][O:2][c:3]1[cH:4][c:5]([N:14]2[CH2:15][CH2:16][C:17](=[C:20]3[c:21]4[n:22]([cH:31][cH:32][n:33]4)[CH2:23][CH2:24][c:25]4[c:26]3[cH:27][cH:28][cH:29][cH:30]4)[CH2:18][CH2:19]2)[cH:8][c:9]([O:12][CH3:13])[c:10]1[OH:11]. Reactants: Cl (hydrochloric acid), COC(=O)C=1C=C(C=C2CC(C(NC12)C=1C=C(C=CC1)C1=CC=C(C=C1)C(C)(C)C)(C)C)Cl (2-(4′-tert-butyl-biphenyl-3-yl)-6-chloro-3,3-dimethyl-1,2,3,4-tetrahydro-quinoline-8-carboxylic acid methyl ester), [OH-].[Na+] (sodium hydroxide). The solvent is CO (methanol), O1CCCC1 (tetrahydrofuran), O (water). Reaction conditions: temperature 70 celsius, time 6 hour. Product: C(C)(C)(C)C1=CC=C(C=C1)C1=CC(=CC=C1)C1NC2=C(C=C(C=C2CC1(C)C)Cl)C(=O)O (2-(4′-tert-butyl-biphenyl-3-yl)-6-chloro-3,3-dimethyl-1,2,3,4-tetrahydro-quinoline-8-carboxylic acid). Yield: 90.0%. Reaction SMILES: C[O:2][C:3]([C:5]1[CH:6]=[C:7]([Cl:33])[CH:8]=[C:9]2[C:14]=1[NH:13][CH:12]([C:15]1[CH:16]=[C:17]([C:21]3[CH:26]=[CH:25][C:24]([C:27]([CH3:30])([CH3:29])[CH3:28])=[CH:23][CH:22]=3)[CH:18]=[CH:19][CH:20]=1)[C:11]([CH3:32])([CH3:31])[CH2:10]2)=[O:4].[OH-].[Na+].Cl>CO.O1CCCC1.O>[C:27]([C:24]1[CH:23]=[CH:22][C:21]([C:17]2[CH:18]=[CH:19][CH:20]=[C:15]([CH:12]3[C:11]([CH3:31])([CH3:32])[CH2:10][C:9]4[C:14](=[C:5]([C:3]([OH:4])=[O:2])[CH:6]=[C:7]([Cl:33])[CH:8]=4)[NH:13]3)[CH:16]=2)=[CH:26][CH:25]=1)([CH3:28])([CH3:29])[CH3:30] |f:1.2|. Procedure: To a stirred mixture solution of 2-(4′-tert-butyl-biphenyl-3-yl)-6-chloro-3,3-dimethyl-1,2,3,4-tetrahydro-quinoline-8-carboxylic acid methyl ester (600 mg, 1.3 mmol) in methanol (5.0 mL) and tetrahydrofuran (6.0 mL) was added 50% sodium hydroxide in water (2.0 mL). The reaction mixture was stirred at 70° C. for 6 hours. The mixture was neutralized with a 3 N aqueous hydrochloric acid solution and extracted with ethyl acetate (2×100 mL), washed with water, dried over anhydrous sodium sulfate and ...